From a dataset of the Open Reaction Database (ORD), a public repository of structured organic reaction records. describe an organic reaction: reactants, conditions, products, and yield The reactants are COC(=O)Cl, CN1CCN(c2cc(-c3ccc4c(c3)CN(C(=O)OC3CCNCC3)CC4)nc(N)n2)CC1. Yields the product COC(=O)N1CCC(OC(=O)N2CCc3ccc(-c4cc(N5CCN(C)CC5)nc(N)n4)cc3C2)CC1. Reaction SMILES: [Cl:1][C:2](=[O:3])[O:4][CH3:5].[NH2:6][c:7]1[n:8][c:9]([N:32]2[CH2:33][CH2:34][N:35]([CH3:38])[CH2:36][CH2:37]2)[cH:10][c:11](-[c:13]2[cH:14][cH:15][c:16]3[c:21]([cH:22]2)[CH2:20][N:19]([C:23](=[O:24])[O:25][CH:26]2[CH2:27][CH2:28][NH:29][CH2:30][CH2:31]2)[CH2:18][CH2:17]3)[n:12]1>>[C:2](=[O:3])([O:4][CH3:5])[N:29]1[CH2:28][CH2:27][CH:26]([O:25][C:23]([N:19]2[CH2:18][CH2:17][c:16]3[cH:15][cH:14][c:13](-[c:11]4[cH:10][c:9]([N:32]5[CH2:33][CH2:34][N:35]([CH3:38])[CH2:36][CH2:37]5)[n:8][c:7]([NH2:6])[n:12]4)[cH:22][c:21]3[CH2:20]2)=[O:24])[CH2:31][CH2:30]1. Reactants: CC(C)(C)OC(=O)N1CC(O)C1, CI, CC(=O)O, CN(C)C=O, [H-], [Na+]. Yields the product COC1CN(C(=O)OC(C)(C)C)C1. Reaction SMILES: [C:1]([CH3:2])([CH3:3])([CH3:4])[O:5][C:6](=[O:7])[N:8]1[CH2:9][CH:10]([OH:12])[CH2:11]1.[CH3:15][I:16].[CH3:17][C:18](=[O:19])[OH:20].[CH3:21][N:22]([CH3:23])[CH:24]=[O:25].[H-:13].[Na+:14]>>[C:1]([CH3:2])([CH3:3])([CH3:4])[O:5][C:6](=[O:7])[N:8]1[CH2:9][CH:10]([O:12][CH3:17])[CH2:11]1.